This data is from the Open Reaction Database (ORD), a public repository of structured organic reaction records. The task is: describe an organic reaction: reactants, conditions, products, and yield Reactants: CCOCC, COc1ccc(-c2nnccc2-c2ccccc2)cc1, ClC(Cl)Cl. Yields the product COc1ccc(-c2n[n+]([O-])ccc2-c2ccccc2)cc1. As a reaction SMILES: [CH2:21]([O:23][CH2:22][CH3:24])[CH3:25].[CH3:1][O:2][c:3]1[cH:4][cH:5][c:6](-[c:9]2[n:10][n:11][cH:12][cH:13][c:14]2-[c:15]2[cH:16][cH:17][cH:18][cH:19][cH:20]2)[cH:7][cH:8]1.[CH:26]([Cl:27])([Cl:28])[Cl:29]>>[CH3:1][O:2][c:3]1[cH:4][cH:5][c:6](-[c:9]2[n:10][n+:11]([O-:23])[cH:12][cH:13][c:14]2-[c:15]2[cH:16][cH:17][cH:18][cH:19][cH:20]2)[cH:7][cH:8]1. Starting materials: O=C(O)c1ccc(Cl)cc1, COc1ccc(C(=O)c2ccc(F)c(S(=O)(=O)Cl)c2)cc1. Product: COc1ccc(C(=O)c2ccc(Cl)c(S(=O)(=O)Cl)c2)cc1. As a reaction SMILES: [Cl:22][c:23]1[cH:24][cH:25][c:26]([C:27]([OH:28])=[O:29])[cH:30][cH:31]1.[F:1][c:2]1[c:3]([S:18](=[O:19])(=[O:20])[Cl:21])[cH:4][c:5]([C:8]([c:9]2[cH:10][cH:11][c:12]([O:15][CH3:16])[cH:13][cH:14]2)=[O:17])[cH:6][cH:7]1>>[c:2]1([Cl:22])[c:3]([S:18](=[O:19])(=[O:20])[Cl:21])[cH:4][c:5]([C:8]([c:9]2[cH:10][cH:11][c:12]([O:15][CH3:16])[cH:13][cH:14]2)=[O:17])[cH:6][cH:7]1.